This data is from the Open Reaction Database (ORD), a public repository of structured organic reaction records. The task is: describe an organic reaction: reactants, conditions, products, and yield Reactants: O=C(O)CC(O)(Cn1cncn1)c1ccc(Cl)cc1Cl, CC(C)N, CCOC(C)=O, C1COCCO1, O=C1CCC(=O)N1O. Product: CC(C)NC(=O)CC(O)(Cn1cncn1)c1ccc(Cl)cc1Cl. As a reaction SMILES: [C:1](=[O:2])([OH:3])[CH2:4][C:5]([CH2:6][n:7]1[n:8][cH:9][n:10][cH:11]1)([OH:12])[c:13]1[c:14]([Cl:20])[cH:15][c:16]([Cl:19])[cH:17][cH:18]1.[CH3:29][CH:30]([CH3:31])[NH2:32].[CH3:39][CH2:40][O:41][C:42](=[O:43])[CH3:44].[O:33]1[CH2:34][CH2:35][O:36][CH2:37][CH2:38]1.[OH:21][N:22]1[C:23](=[O:24])[CH2:25][CH2:26][C:27]1=[O:28]>>[C:1](=[O:3])([CH2:4][C:5]([CH2:6][n:7]1[n:8][cH:9][n:10][cH:11]1)([OH:12])[c:13]1[c:14]([Cl:20])[cH:15][c:16]([Cl:19])[cH:17][cH:18]1)[NH:32][CH:30]([CH3:29])[CH3:31]. Reactants: CC(C)([O-])C.[K+] (potassium tert-butoxide), Dichloro-{1,2-Bis[(2R,5R)-2,5-diphenylphospholano]methane}[(1S,2S)-1,2-diphenylethylenediamine), C1(=CC=CC=C1)C(C)=NC1=CC=CC=C1 (N-(1-phenylethylidene)aniline). The reagents and catalysts are [Ru+2] (ruthenium (II)). Solvent: C(C)(C)O (isopropanol). Reaction conditions: temperature 60 celsius. The product is C1(=CC=CC=C1)NC(C)C1=CC=CC=C1 (phenyl-(1-phenylethyl)amine). As a reaction SMILES: CC(C)([O-])C.[K+].[C:7]1([C:13](=[N:15][C:16]2[CH:21]=[CH:20][CH:19]=[CH:18][CH:17]=2)[CH3:14])[CH:12]=[CH:11][CH:10]=[CH:9][CH:8]=1>C(O)(C)C.[Ru+2]>[C:16]1([NH:15][CH:13]([C:7]2[CH:8]=[CH:9][CH:10]=[CH:11][CH:12]=2)[CH3:14])[CH:17]=[CH:18][CH:19]=[CH:20][CH:21]=1 |f:0.1|. Reported procedure: The reaction was carried out in a multiwell hydrogenation vessel. Dichloro-{1,2-Bis[(2R,5R)-2,5-diphenylphospholano]methane}[(1S,2S)-1,2-diphenylethylenediamine)] ruthenium (II) (2.2 mg, 0.0025 mmol) was suspended in degassed isopropanol (2 ml) in a Schlenk flask under nitrogen. Added potassium tert-butoxide (1M in tert-butanol, 0.025 ml) and heated until a yellow solution was obtained. The glass liner was charged with N-(1-phenylethylidene)aniline (98 mg, 0.50 mmol). Charged to 10 bar nitrogen ... Starting materials: C(C)C1=CC=C(C=C1)C1CC(CN(C1)C(=O)N1CC(C1)O)C(=O)O (5-(4-Ethylphenyl)-1-[(3-hydroxyazetidin-1-yl)carbonyl]piperidine-3-carboxylic acid), ON=C(N)C1CC1 (N′-hydroxycyclopropanecarboximidamide). Yields the product C1(CC1)C1=NOC(=N1)C1CN(CC(C1)C1=CC=C(C=C1)CC)C(=O)N1CC(C1)O ([3-(3-Cyclopropyl-1,2,4-oxadiazol-5-yl)-5-(4-ethylphenyl)piperidin-1-yl] (3-hydroxyazetidin-1-yl)methanone). As a reaction SMILES: [CH2:1]([C:3]1[CH:8]=[CH:7][C:6]([CH:9]2[CH2:14][N:13]([C:15]([N:17]3[CH2:20][CH:19]([OH:21])[CH2:18]3)=[O:16])[CH2:12][CH:11]([C:22](O)=[O:23])[CH2:10]2)=[CH:5][CH:4]=1)[CH3:2].O[N:26]=[C:27]([CH:29]1[CH2:31][CH2:30]1)[NH2:28]>>[CH:29]1([C:27]2[N:28]=[C:22]([CH:11]3[CH2:10][CH:9]([C:6]4[CH:7]=[CH:8][C:3]([CH2:1][CH3:2])=[CH:4][CH:5]=4)[CH2:14][N:13]([C:15]([N:17]4[CH2:18][CH:19]([OH:21])[CH2:20]4)=[O:16])[CH2:12]3)[O:23][N:26]=2)[CH2:31][CH2:30]1. Reported procedure: 60 mg (0.18 mmol) of the compound from Example 138A and 27 mg (0.27 mmol) of N′-hydroxycyclopropanecarboximidamide were reacted according to the General Method 2. Yield: 24 mg (33% of theory) Reactants: Cc1nc(C2(N)CCC2)no1, O=C(O)c1ccc(C2CC2)c(OCC2CC2)n1, Cl. Product: Cc1nc(C2(NC(=O)c3ccc(C4CC4)c(OCC4CC4)n3)CCC2)no1. Reaction SMILES: [CH3:19][c:20]1[n:21][c:22]([C:25]2([NH2:29])[CH2:26][CH2:27][CH2:28]2)[n:23][o:24]1.[CH:1]1([c:4]2[cH:5][cH:6][c:7]([C:15](=[O:16])[OH:17])[n:8][c:9]2[O:10][CH2:11][CH:12]2[CH2:13][CH2:14]2)[CH2:2][CH2:3]1.[ClH:18]>>[CH:1]1([c:4]2[cH:5][cH:6][c:7]([C:15](=[O:17])[NH:29][C:25]3([c:22]4[n:21][c:20]([CH3:19])[o:24][n:23]4)[CH2:26][CH2:27][CH2:28]3)[n:8][c:9]2[O:10][CH2:11][CH:12]2[CH2:13][CH2:14]2)[CH2:2][CH2:3]1. Yields the product COc1cc(OC)c2[nH]ccc2c1CCNC(C)=O. Reaction SMILES: [CH3:17][C:18](=[O:19])[O:20][C:21](=[O:22])[CH3:23].[NH2:1][CH2:2][CH2:3][c:4]1[c:5]2[cH:6][cH:7][nH:8][c:9]2[c:10]([O:15][CH3:16])[cH:11][c:12]1[O:13][CH3:14]>>[NH:1]([CH2:2][CH2:3][c:4]1[c:5]2[cH:6][cH:7][nH:8][c:9]2[c:10]([O:15][CH3:16])[cH:11][c:12]1[O:13][CH3:14])[C:18]([CH3:17])=[O:19]. Reactants: CC(=O)OC(C)=O, COc1cc(OC)c2[nH]ccc2c1CCN. Reactants: BrC1C=2C=CC=C(C2C(C2=C(C=CC=C12)O)=O)O (10-Bromo-1,8-dihydroxy-9-anthrone), SCC(=O)O (mercaptoacetic acid). Run in ClCCl (dichloromethane). Conditions: time 3 day. Yields the product C(=O)(O)CSC1C=2C=CC=C(C2C(C2=C(C=CC=C12)O)=O)O (10-(carboxymethylthio)-1,8-dihydroxy-9-anthrone). The yield is 75.0%. RXN SMILES: Br[CH:2]1[C:15]2[C:10](=[C:11]([OH:16])[CH:12]=[CH:13][CH:14]=2)[C:9](=[O:17])[C:8]2[C:7]([OH:18])=[CH:6][CH:5]=[CH:4][C:3]1=2.[SH:19][CH2:20][C:21]([OH:23])=[O:22]>ClCCl>[C:21]([CH2:20][S:19][CH:2]1[C:15]2[C:10](=[C:11]([OH:16])[CH:12]=[CH:13][CH:14]=2)[C:9](=[O:17])[C:8]2[C:7]([OH:18])=[CH:6][CH:5]=[CH:4][C:3]1=2)([OH:23])=[O:22]. Procedure: 10-Bromo-1,8-dihydroxy-9-anthrone (305 mg) was dissolved in dichloromethane (10 ml) and mercaptoacetic acid (0.07 ml) was added. The solution was stirred at room temperature for 3 days, during which time a yellow precipitate was formed, which was filtered off and recrystallised from absolute ethanol to give 10-(carboxymethylthio)-1,8-dihydroxy-9-anthrone (237 mg, 75%) as yellow needles, melting point 151°-152° C. Reactants: FC1=CC=C(CN2C(N(C[C@@H]2C)C=2SC(=C(N2)C)C(=O)O)=O)C=C1 ((S)-2-(3-(4-fluorobenzyl)-4-methyl-2-oxoimidazolidin-1-yl)-4-methylthiazole-5-carboxylic acid), FC1=CC=C(CN2C(N([C@H](C2)C)C=2SC(=C(N2)C)C(=O)O)=O)C=C1 ((S)-2-(3-(4-fluorobenzyl)-5-methyl-2-oxoimidazolidin-1-yl)-4-methylthiazole-5-carboxylic acid), N1=CC(=CC=C1)CN (pyridin-3-ylmethanamine), CC1=CC(=NO1)CN ((5-methylisoxazol-3-yl)methanamine). Product: FC1=CC=C(CN2C(N([C@H](C2)C)C=2SC(=C(N2)C)C(=O)NCC2=NOC(=C2)C)=O)C=C1 ((S)-2-(3-(4-fluorobenzyl)-5-methyl-2-oxoimidazolidin-1-yl)-4-methyl-N-((5-methylisoxazol-3-yl)methyl)thiazole-5-carboxamide), solid. Isolated yield 70.0%. As a reaction SMILES: N1C=CC=C(CN)C=1.[CH3:9][C:10]1[O:14][N:13]=[C:12]([CH2:15][NH2:16])[CH:11]=1.FC1C=CC(CN2[C@@H](C)CN(C3SC(C(O)=O)=C(C)N=3)C2=O)=CC=1.[F:41][C:42]1[CH:64]=[CH:63][C:45]([CH2:46][N:47]2[CH2:51][C@H:50]([CH3:52])[N:49]([C:53]3[S:54][C:55]([C:59](O)=[O:60])=[C:56]([CH3:58])[N:57]=3)[C:48]2=[O:62])=[CH:44][CH:43]=1>>[F:41][C:42]1[CH:64]=[CH:63][C:45]([CH2:46][N:47]2[CH2:51][C@H:50]([CH3:52])[N:49]([C:53]3[S:54][C:55]([C:59]([NH:16][CH2:15][C:12]4[CH:11]=[C:10]([CH3:9])[O:14][N:13]=4)=[O:60])=[C:56]([CH3:58])[N:57]=3)[C:48]2=[O:62])=[CH:44][CH:43]=1. Procedure details: Following the procedure as described in Example 2, making variations as required to replace pyridin-3-ylmethanamine with (5-methylisoxazol-3-yl)methanamine and replace (S)-2-(3-(4-fluorobenzyl)-4-methyl-2-oxoimidazolidin-1-yl)-4-methylthiazole-5-carboxylic acid with (S)-2-(3-(4-fluorobenzyl)-5-methyl-2-oxoimidazolidin-1-yl)-4-methylthiazole-5-carboxylic acid, the title compound was obtained as a white solid (70%): mp 174-175° C. (N,N-dimethylformamide/water); 1H NMR (300 MHz, DMSO-d6) δ 8.48 (t,... The reactants are Cl.ClCCN1CCOCC1 (4-(2-chloroethyl)morpholine hydrochloride), N1=CC=CC2=CC=C(C=C12)OC1=CC(=NC=N1)C1=C(C=C(C=C1)C(F)(F)F)O (2-[6-(Quinolin-7-yloxy)-pyrimidin-4-yl]-5-trifluoromethyl-phenol), [H-].[Na+] (NaH), C(=O)([O-])[O-].[K+].[K+] (K2CO3). Solvent: O (water), CN(C)C=O (DMF), CN(C)C=O (DMF). Run at temperature 70 celsius, time 5 minute. Yields the product N1(CCOCC1)CCOC1=C(C=CC(=C1)C(F)(F)F)C1=CC(=NC=N1)OC1=CC=C2C=CC=NC2=C1 (7-{6-[2-(2-Morpholin-4-yl-ethoxy)-4-trifluoromethyl-phenyl]-pyrimidin-4-yloxy}-quinoline). Reaction SMILES: Cl.Cl[CH2:3][CH2:4][N:5]1[CH2:10][CH2:9][O:8][CH2:7][CH2:6]1.C([O-])([O-])=O.[K+].[K+].[N:17]1[C:26]2[C:21](=[CH:22][CH:23]=[C:24]([O:27][C:28]3[N:33]=[CH:32][N:31]=[C:30]([C:34]4[CH:39]=[CH:38][C:37]([C:40]([F:43])([F:42])[F:41])=[CH:36][C:35]=4[OH:44])[CH:29]=3)[CH:25]=2)[CH:20]=[CH:19][CH:18]=1.[H-].[Na+]>CN(C=O)C.O>[N:5]1([CH2:4][CH2:3][O:44][C:35]2[CH:36]=[C:37]([C:40]([F:42])([F:43])[F:41])[CH:38]=[CH:39][C:34]=2[C:30]2[N:31]=[CH:32][N:33]=[C:28]([O:27][C:24]3[CH:25]=[C:26]4[C:21]([CH:20]=[CH:19][CH:18]=[N:17]4)=[CH:22][CH:23]=3)[CH:29]=2)[CH2:10][CH2:9][O:8][CH2:7][CH2:6]1 |f:0.1,2.3.4,6.7|. Reported procedure: A solution of 4-(2-chloroethyl)morpholine hydrochloride (58 mg, 0.31 mmol, Aldrich) in DMF (1.0 mL) was stirred at room temperature and treated with K2CO3 (86 mg, 0.62 mmol). After stirring for 5 min, the resulting solution was added to a mixture of 2-[6-(quinolin-7-yloxy)-pyrimidin-4-yl]-5-trifluoromethylphenol, (Example 191), (100 mg, 0.26 mmol) and NaH (13 mg, 0.52 mmol, 95%, Aldrich) in DMF (2.0 mL) at room temperature. The reaction mixture was stirred at room temperature for 1 h and then he... Starting materials: O=C1NC(=O)c2ccccc21, CC(C)(C)OC(=O)N1CCOC(COS(C)(=O)=O)C1, [K], CN(C)C=O, O. Yields the product CC(C)(C)OC(=O)N1CCOC(CN2C(=O)c3ccccc3C2=O)C1. As a reaction SMILES: [C:1]1(=[O:11])[c:2]2[c:3]([cH:7][cH:8][cH:9][cH:10]2)[C:4](=[O:6])[NH:5]1.[CH3:13][S:14]([O:15][CH2:18][CH:19]1[O:20][CH2:21][CH2:22][N:23]([C:25](=[O:26])[O:27][C:28]([CH3:29])([CH3:30])[CH3:31])[CH2:24]1)(=[O:16])=[O:17].[K:12].[O:33]=[CH:34][N:35]([CH3:36])[CH3:37].[OH2:32]>>[C:1]1(=[O:11])[c:2]2[c:3]([cH:7][cH:8][cH:9][cH:10]2)[C:4](=[O:6])[N:5]1[CH2:18][CH:19]1[O:20][CH2:21][CH2:22][N:23]([C:25](=[O:26])[O:27][C:28]([CH3:29])([CH3:30])[CH3:31])[CH2:24]1. Starting materials: COC(OC)c1cnc(CO)c(Br)c1, ClCCl, Cl, [Na+], [OH-]. Yields the product O=Cc1cnc(CO)c(Br)c1. As a reaction SMILES: [CH3:1][O:2][CH:3]([c:4]1[cH:5][c:6]([Br:12])[c:7]([CH2:10][OH:11])[n:8][cH:9]1)[O:13][CH3:14].[Cl:18][CH2:19][Cl:20].[ClH:15].[Na+:17].[OH-:16]>>[O:2]=[CH:3][c:4]1[cH:5][c:6]([Br:12])[c:7]([CH2:10][OH:11])[n:8][cH:9]1.